This data is from the Open Reaction Database (ORD), a public repository of structured organic reaction records. The task is: describe an organic reaction: reactants, conditions, products, and yield Reactants: C1(=CC=CC=C1)S(=O)(=O)N1C=CC=2C1=NC=C(C2)C2OC(OC2)(C)C (1-benzenesulfonyl-5-(2,2-dimethyl-[1,3]dioxolan-4-yl)-1H-pyrrolo[2,3-b]pyridine), C(C)(C)[N-]C(C)C.[Li+] (lithium diisopropylamide), C(CCC)[Li] (n-butyllithium), CCCCCC (n-hexane), C(C)(C)NC(C)C (diisopropylamine), C1(CCCC1)C=O (cyclopentanecarbaldehyde). The solvent is O1CCCC1 (tetrahydrofuran), O1CCCC1 (tetrahydrofuran). Conditions: temperature -78 celsius, time 15 minute. The product is C1(=CC=CC=C1)S(=O)(=O)N1C(=CC=2C1=NC=C(C2)C2OC(OC2)(C)C)C(CC2CCCC2)O (1-[1-benzenesulfonyl-5-(2,2-dimethyl-[1,3]dioxolan-4-yl)-1H-pyrrolo[2,3-b]pyridin-2-yl]-2-cyclopentyl-ethanol). Yield: 66.0%. As a reaction SMILES: [C:1]1([S:7]([N:10]2[C:14]3=[N:15][CH:16]=[C:17]([CH:19]4[CH2:23][O:22][C:21]([CH3:25])([CH3:24])[O:20]4)[CH:18]=[C:13]3[CH:12]=[CH:11]2)(=[O:9])=[O:8])[CH:6]=[CH:5][CH:4]=[CH:3][CH:2]=1.C([N-][CH:30]([CH3:32])[CH3:31])(C)C.[Li+].C([Li])C[CH2:36][CH3:37].CCCCCC.C(NC(C)C)(C)C.[CH:52]1([CH:57]=[O:58])CCCC1>O1CCCC1>[C:1]1([S:7]([N:10]2[C:14]3=[N:15][CH:16]=[C:17]([CH:19]4[CH2:23][O:22][C:21]([CH3:25])([CH3:24])[O:20]4)[CH:18]=[C:13]3[CH:12]=[C:11]2[CH:57]([OH:58])[CH2:52][CH:31]2[CH2:30][CH2:32][CH2:37][CH2:36]2)(=[O:9])=[O:8])[CH:2]=[CH:3][CH:4]=[CH:5][CH:6]=1 |f:1.2|. Procedure details: To a stirred solution of 1-benzenesulfonyl-5-(2,2-dimethyl-[1,3]dioxolan-4-yl)-1H-pyrrolo[2,3-b]pyridine (2 g, 5.59 mmol) in dry tetrahydrofuran (30 mL) at −78° C. was added freshly prepared lithium diisopropylamide [prepared by adding 1.6 M n-butyllithium in n-hexane (5.24 mL, 8.39 mmol) to a 0° C. solution of diisopropylamine (1.3 mL, 9.2 mmol) in dry tetrahydrofuran (15 mL)] dropwise. The mixture was stirred at −78° C. for 15 min and then a solution of cyclopentanecarbaldehyde (940 mg, 8.38 m... The reactants are C=1C=CC=2NC(=CC2C1)C. The reagents and catalysts are O1B(OC(C)(C)C1(C)C)B2OC(C)(C)C(O2)(C)C, N=1C=CC=CC1N2B(NC=3C=CC=CC32)B4NC=5C=CC=CC5N4C6=NC=CC=C6, C[OH2+].C[OH2+].C1CC=CCCC=C1.C1CC=CCCC=C1.[Ir].[Ir]. Run in O(C)C1CCCC1. Conditions: temperature 50 celsius, time 16 hour. Yields the product O1B(OC(C)(C)C1(C)C)C2=CC=CC=3C=C(NC32)C. Isolated yield 64.0%. Procedure: The general procedure A was followed using 2-methyl-1H-indole (65.6 mg, 0.5 mmol.) and B2pin2 (126.9 mg, 0.5 mmol, 1.0 eq.) as starting material. The resulting mixture was allowed to stir 16 hours at 50 oC. 5y was obtained as white solid (82.3 mg, 64 %) after purification by silica gel flash chromatography (EtOAc/PE=1:40 v/v). m.p.: 73-75 oC. Starting materials: O=C(Cl)Oc1ccccc1, Nc1ccc(C(=O)c2ccccc2)cc1, O, c1ccncc1. Product: O=C(Nc1ccc(C(=O)c2ccccc2)cc1)Oc1ccccc1. RXN SMILES: [C:16]([O:17][c:18]1[cH:19][cH:20][cH:21][cH:22][cH:23]1)(=[O:24])[Cl:25].[NH2:1][c:2]1[cH:3][cH:4][c:5]([C:6](=[O:7])[c:8]2[cH:9][cH:10][cH:11][cH:12][cH:13]2)[cH:14][cH:15]1.[OH2:26].[cH:27]1[cH:28][cH:29][n:30][cH:31][cH:32]1>>[NH:1]([c:2]1[cH:3][cH:4][c:5]([C:6](=[O:7])[c:8]2[cH:9][cH:10][cH:11][cH:12][cH:13]2)[cH:14][cH:15]1)[C:16]([O:17][c:18]1[cH:19][cH:20][cH:21][cH:22][cH:23]1)=[O:24]. The reactants are ClC1=CC(=[N+](C(=N1)NC(=O)OC)[O-])NC(=O)OC (dimethyl 6-chloro-2,4-pyrimidine-dicarbamate-3-oxide), N1CCCCC1 (piperidine). Solvent: C(Cl)Cl (methylene chloride). Yields the product N1(CCCCC1)C1=CC(=[N+](C(=N1)NC(=O)OC)[O-])NC(=O)OC (dimethyl 6-piperidino-2,4-pyrimidine-dicarbamate-3-oxide). RXN SMILES: Cl[C:2]1[N:7]=[C:6]([NH:8][C:9]([O:11][CH3:12])=[O:10])[N+:5]([O-:13])=[C:4]([NH:14][C:15]([O:17][CH3:18])=[O:16])[CH:3]=1.[NH:19]1[CH2:24][CH2:23][CH2:22][CH2:21][CH2:20]1>C(Cl)Cl>[N:19]1([C:2]2[N:7]=[C:6]([NH:8][C:9]([O:11][CH3:12])=[O:10])[N+:5]([O-:13])=[C:4]([NH:14][C:15]([O:17][CH3:18])=[O:16])[CH:3]=2)[CH2:24][CH2:23][CH2:22][CH2:21][CH2:20]1. Procedure: A suspension of 7.5 g. of dimethyl 6-chloro-2,4-pyrimidine-dicarbamate-3-oxide in 35 ml. of methylene chloride is treated with 14.5 ml. of piperidine and the mixture is stirred at room temperature under an argon atmosphere for 18 hours. The white precipitate formed is filtered off and recrystallized from a mixture of methylene chloride and methanol, there being obtained pure dimethyl 6-piperidino-2,4-pyrimidine-dicarbamate-3-oxide, having a melting point of 202° C. (decomposition). Starting materials: C1CCOC1, CS(C)=O, C[S+](C)C, CC(=O)c1ccc(C(F)(F)F)nc1, [H-], [I-], [Na+], O. Yields the product CC1(c2ccc(C(F)(F)F)nc2)CO1. RXN SMILES: [CH2:25]1[O:26][CH2:27][CH2:28][CH2:29]1.[CH3:1][S:2]([CH3:3])=[O:4].[CH3:8][S+:9]([CH3:10])[CH3:11].[F:12][C:13]([c:14]1[cH:15][cH:16][c:17]([C:20]([CH3:21])=[O:22])[cH:18][n:19]1)([F:23])[F:24].[H-:6].[I-:7].[Na+:5].[OH2:30]>>[CH3:8][C:20]1([c:17]2[cH:16][cH:15][c:14]([C:13]([F:12])([F:23])[F:24])[n:19][cH:18]2)[CH2:21][O:22]1. Reactants: ClC(=O)OCC1=CC=CC=C1 (Benzyl chloroformate), C1NCCC2=C1NC1=CC=CC=C21 (1,2,3,4-tetrahydro-9H-pyrido[3,4-b]indole), C([O-])(O)=O.[Na+] (sodium bicarbonate). Solvent: O1CCOCC1 (dioxan). Conditions: time 16 hour. Yields the product C(C1=CC=CC=C1)OC(=O)N1CC=2NC3=CC=CC=C3C2CC1 (2-benzyloxycarbonyl-1,2,3,4-tetrahydro-9H-pyrido[3,4-b]indole). RXN SMILES: Cl[C:2]([O:4][CH2:5][C:6]1[CH:11]=[CH:10][CH:9]=[CH:8][CH:7]=1)=[O:3].[CH2:12]1[C:17]2[NH:18][C:19]3[C:24]([C:16]=2[CH2:15][CH2:14][NH:13]1)=[CH:23][CH:22]=[CH:21][CH:20]=3.C(=O)(O)[O-].[Na+]>O1CCOCC1>[CH2:5]([O:4][C:2]([N:13]1[CH2:14][CH2:15][C:16]2[C:24]3[C:19](=[CH:20][CH:21]=[CH:22][CH:23]=3)[NH:18][C:17]=2[CH2:12]1)=[O:3])[C:6]1[CH:11]=[CH:10][CH:9]=[CH:8][CH:7]=1 |f:2.3|. Reported procedure: Benzyl chloroformate (1.8 ml, 12.6 mmol) was added to a solution of 1,2,3,4-tetrahydro-9H-pyrido[3,4-b]indole (1.72 g, 10.0 mmol) and sodium bicarbonate (1.85 g, 22.0 mmol) in dioxan (50 ml) at room temperature. The mixture was stirred at room temperature for 16 hours, concentrated in vacuo and the residue dissolved in water (50 ml). The aqueous mixture was extracted with chloroform (3×50 ml), and the combined extracts dried (MgSO4). Filtration and evaporation of the solvent gave the crude produ... Yields the product CC(O)(c1ccc(C(=O)N(C2CCC(CCC(N)=O)CC2)C2CC2)cc1)C(F)(F)F. Reactants: CC(O)(c1ccc(C(=O)N(C2CCC(CCC#N)CC2)C2CC2)cc1)C(F)(F)F, CC(C)(C)O, [K+], [OH-], O. As a reaction SMILES: [C:1](#[N:2])[CH2:3][CH2:4][CH:5]1[CH2:6][CH2:7][CH:8]([N:11]([C:12]([c:13]2[cH:14][cH:15][c:16]([C:19]([C:20]([F:21])([F:22])[F:23])([CH3:24])[OH:25])[cH:17][cH:18]2)=[O:26])[CH:27]2[CH2:28][CH2:29]2)[CH2:9][CH2:10]1.[CH3:32][C:33]([CH3:34])([CH3:35])[OH:36].[K+:31].[OH-:30].[OH2:37]>>[C:1]([NH2:2])([CH2:3][CH2:4][CH:5]1[CH2:6][CH2:7][CH:8]([N:11]([C:12]([c:13]2[cH:14][cH:15][c:16]([C:19]([C:20]([F:21])([F:22])[F:23])([CH3:24])[OH:25])[cH:17][cH:18]2)=[O:26])[CH:27]2[CH2:28][CH2:29]2)[CH2:9][CH2:10]1)=[O:36]. Reactants: C(C)O (ethanol), NC1=C(C(=O)O)C=C(C(=C1)F)C (2-Amino-4-fluoro-5-methyl-benzoic acid), C[Si](C)(C)C=[N+]=[N-] ((trimethylsilyl) diazomethane), C(C)OC(C)=O (ethylacetate). Conditions: time 16 hour. The product is COC(C1=C(C(=CC=C1N)C)F)=O (6-Amino-2-fluoro-3-methyl-benzoic acid methyl ester). RXN SMILES: C(O)C.[NH2:4][C:5]1C=[C:12]([F:14])[C:11]([CH3:15])=[CH:10][C:6]=1C(O)=O.C[Si](C=[N+]=[N-])(C)C.[CH2:23]([O:25][C:26](=[O:28])[CH3:27])C>>[CH3:23][O:25][C:26](=[O:28])[C:27]1[C:5]([NH2:4])=[CH:6][CH:10]=[C:11]([CH3:15])[C:12]=1[F:14]. Reported procedure: Dissolve in ethylacetate (1 mL) and ethanol (1 mL) 6-Amino-2-fluoro-3-methyl-benzoic acid and 2-Amino-4-fluoro-5-methyl-benzoic acid (240 mg, 1.42 mmol) and add (trimethylsilyl) diazomethane (0.7 mL, 1.4 mmol, 2M in hexane) at room temperature and stir the solution for 16 h. Remove the solvent under reduced pressure. Chromatograph the residue over silica gel, eluting with hexanes/ethyl acetate (10:1), to afford the titled compound (50 mg). 1H NMR (CDCl3, 300 MHz) δ 2.13 (d, J=2.4 Hz, 3H), 3.9 (s... Reactants: BrCC1=CC=CC2=C1SC=C2Cl (7-bromomethyl-3chlorobezo[b]thiophene), Cl.Cl/C=C/CNC ((E)-N-(3-chloro-2-propenyl)methylamine hydrochloride), C([O-])([O-])=O.[K+].[K+] (potassium carbonate), ClCCl (dichloromethane). Solvent: CS(=O)C (dimethyl sulfoxide). Reaction conditions: time 16 hour. The product is ClC=1C2=C(SC1)C(=CC=C2)CN(C)C\C=C\Cl ((E]-3-Chloro-N-(3-chloro-2-propenyl)-N-methylbenzo[b]-thiophene-7-methanamine). Yield: 74.0%. Reaction SMILES: Br[CH2:2][C:3]1[C:8]2[S:9][CH:10]=[C:11]([Cl:12])[C:7]=2[CH:6]=[CH:5][CH:4]=1.Cl.[Cl:14]/[CH:15]=[CH:16]/[CH2:17][NH:18][CH3:19].C(=O)([O-])[O-].[K+].[K+].ClCCl>CS(C)=O>[Cl:12][C:11]1[C:7]2[CH:6]=[CH:5][CH:4]=[C:3]([CH2:2][N:18]([CH2:17]/[CH:16]=[CH:15]/[Cl:14])[CH3:19])[C:8]=2[S:9][CH:10]=1 |f:1.2,3.4.5|. Procedure details: To a solution of 2.62 g (10 mmol) of 7-bromomethyl-3chlorobezo[b]thiophene in 10 ml of dimethyl sulfoxide were added 1.7 g (12 mmol) of (E)-N-(3-chloro-2-propenyl)methylamine hydrochloride and 2.07 g (15 mmol) of ground potassium carbonate. The mixture was stirred for 16 hours at room temperature, and poured into 150 ml of dichloromethane. The organic layer was washed with 100 ml×2 of water and 50 ml of saturated sodium chloride aqueous solution, dried over anhydrous magnesium sulfate and then c... The reactants are Sc1cc(Br)ccc1Cl, O=C([O-])[O-], CI, CC(C)=O, [K+], [K+]. Yields the product CSc1cc(Br)ccc1Cl. Reaction SMILES: [Br:1][c:2]1[cH:3][cH:4][c:5]([Cl:9])[c:6]([SH:8])[cH:7]1.[C:12](=[O:13])([O-:14])[O-:15].[CH3:10][I:11].[CH3:18][C:19](=[O:20])[CH3:21].[K+:16].[K+:17]>>[Br:1][c:2]1[cH:3][cH:4][c:5]([Cl:9])[c:6]([S:8][CH3:12])[cH:7]1.